Dataset: the Open Reaction Database (ORD), a public repository of structured organic reaction records. Task: describe an organic reaction: reactants, conditions, products, and yield Starting materials: CCO, CC(C)N, CCOC(=O)C(F)F, OCCO. Yields the product CC(C)NC(=O)C(F)F. Reaction SMILES: [CH2:17]([OH:18])[CH3:19].[CH3:9][CH:10]([CH3:11])[NH2:12].[F:1][CH:2]([C:3]([O:5][CH2:4][CH3:6])=[O:7])[F:8].[OH:13][CH2:14][CH2:15][OH:16]>>[F:1][CH:2]([C:3](=[O:5])[NH:12][CH:10]([CH3:9])[CH3:11])[F:8]. Reactants: solution, ligand, C1(C=CCCC1)=O (2-cyclohexenone), C1(=CC=CC=C1)B(O)O (PhB(OH)2), O (water), O (water). The reagents and catalysts are C/C(=C/C(=O)C)/O.C1/C=C\CC/C=C\C1.[Rh] (Rh(acac)(cod)). Run in O1CCOCC1 (dioxane). Reaction conditions: time 15 minute. Yields the product C1(=CC=CC=C1)C1CCCCC1 (3-phenylcyclohexane). RXN SMILES: [C:1]1(B(O)O)[CH:6]=[CH:5][CH:4]=[CH:3][CH:2]=1.[C:10]1(=O)[CH2:15][CH2:14][CH2:13][CH:12]=[CH:11]1.O>O1CCOCC1.C/C(/O)=C/C(C)=O.C1CC=CCCC=C1.[Rh]>[C:1]1([CH:10]2[CH2:15][CH2:14][CH2:13][CH2:12][CH2:11]2)[CH:6]=[CH:5][CH:4]=[CH:3][CH:2]=1 |f:4.5.6|. Procedure: To a 25-mL three-neck flask were added Rh(acac)(cod) (6.8 mg, 21.8 μmol) and PhB(OH)2 (445 mg, 3.65 mmol), and the atmosphere in the system was substituted with argon. The mixture was added with 3.6 mL of a solution of each ligand (21.8 μmol) in anhydrous dioxane and 2-cyclohexenone (0.073 mL, 0.73 mmol). The mixture was stirred at room temperature for 15 minutes, and added with water (0.18 mL). The reaction mixture was stirred at 100° C. for 3 hours, then added with 9 mL of water, and extracted...